From a dataset of the Open Reaction Database (ORD), a public repository of structured organic reaction records. describe an organic reaction: reactants, conditions, products, and yield Reactants: CI, CN(C)C=O, [H-], [Na+], Cc1ccnc2[nH]c(CO)nc12. Product: Cc1ccnc2c1nc(CO)n2C. Reaction SMILES: [CH3:15][I:16].[CH3:17][N:18]([CH3:19])[CH:20]=[O:21].[H-:13].[Na+:14].[OH:1][CH2:2][c:3]1[nH:4][c:5]2[n:6][cH:7][cH:8][c:9]([CH3:12])[c:10]2[n:11]1>>[OH:1][CH2:2][c:3]1[n:4]([CH3:15])[c:5]2[n:6][cH:7][cH:8][c:9]([CH3:12])[c:10]2[n:11]1. Starting materials: O1CCCC1 (tetrahydrofuran), Cl (hydrochloric acid), C(N)(=O)CCC(C1=CC(=CC=C1)C(F)(F)F)=NNC(=O)NC1=CC=C(C=C1)OC(F)(F)F (2-[3-carbamoyl-1-(3-trifluoromethylphenyl)propylidene]-N-(4-trifluoromethoxyphenyl)hydrazinecarboxamide), C(#N)[BH3-].[Na+] (sodium cyanoborohydride). Reagents/catalysts: saturated methanolic solution. Run in CO (methanol). Product: C(N)(=O)CCC(C1=CC(=CC=C1)C(F)(F)F)NNC(=O)NC1=CC=C(C=C1)OC(F)(F)F (2-[3-carbamoyl-1-(3-trifluoromethylphenyl)propyl]-N-(4-trifluoromethoxyphenyl)hydrazinecarboxamide). RXN SMILES: O1CCCC1.[C:6]([CH2:9][CH2:10][C:11](=[N:22][NH:23][C:24]([NH:26][C:27]1[CH:32]=[CH:31][C:30]([O:33][C:34]([F:37])([F:36])[F:35])=[CH:29][CH:28]=1)=[O:25])[C:12]1[CH:17]=[CH:16][CH:15]=[C:14]([C:18]([F:21])([F:20])[F:19])[CH:13]=1)(=[O:8])[NH2:7].C([BH3-])#N.[Na+].Cl>CO>[C:6]([CH2:9][CH2:10][CH:11]([NH:22][NH:23][C:24]([NH:26][C:27]1[CH:28]=[CH:29][C:30]([O:33][C:34]([F:35])([F:36])[F:37])=[CH:31][CH:32]=1)=[O:25])[C:12]1[CH:17]=[CH:16][CH:15]=[C:14]([C:18]([F:21])([F:20])[F:19])[CH:13]=1)(=[O:8])[NH2:7] |f:2.3|. Procedure: In a mixed solvent of 15 ml of tetrahydrofuran and 15 ml of methanol was dissoved 0.46 g (1.0 mmole) of 2-[3-carbamoyl-1-(3-trifluoromethylphenyl)propylidene]-N-(4-trifluoromethoxyphenyl)hydrazinecarboxamide, after which to the resulting solution were added 0.46 g (7.7 mmoles) of sodium cyanoborohydride and then 5 drops of a saturated methanolic solution of hydrochloric acid, and the reaction was carried out for 36 hours. Reactants: O (water), C(C)N(C(C)C)C(C)C (N-Ethyl-N,N-diisopropylamine), FC(C=1C=C(C=C(C1)C(F)(F)F)C(CO)O)(F)F ((RS)-1-[3,5-bis(trifluoromethyl)phenyl]-1,2-ethanediol), ClCOCC[Si](C)(C)C ([2-(chloromethoxy)ethyl]trimethylsilane). Run in ClCCl (dichloromethane), ClCCl (dichloromethane). Conditions: time 4 hour. Yields the product FC(C=1C=C(C=C(C1)C(F)(F)F)C(O)COCOCC[Si](C)(C)C)(F)F (3,5-Bis(trifluoromethyl)-α-{[2-(trimethylsilyl)ethoxy]methoxymethyl}benzenemethanol). Isolated yield 48.9%. RXN SMILES: C(N(C(C)C)C(C)C)C.[F:10][C:11]([F:27])([F:26])[C:12]1[CH:13]=[C:14]([CH:22]([OH:25])[CH2:23][OH:24])[CH:15]=[C:16]([C:18]([F:21])([F:20])[F:19])[CH:17]=1.Cl[CH2:29][O:30][CH2:31][CH2:32][Si:33]([CH3:36])([CH3:35])[CH3:34].O>ClCCl>[F:10][C:11]([F:26])([F:27])[C:12]1[CH:13]=[C:14]([CH:22]([CH2:23][O:24][CH2:29][O:30][CH2:31][CH2:32][Si:33]([CH3:36])([CH3:35])[CH3:34])[OH:25])[CH:15]=[C:16]([C:18]([F:20])([F:21])[F:19])[CH:17]=1. Procedure: N-Ethyl-N,N-diisopropylamine (465 μl, 2.67 mmol) was added over 2 minutes, to a solution of (RS)-1-[3,5-bis(trifluoromethyl)phenyl]-1,2-ethanediol (Description 3, 488 mg, 1.78 mmol) and [2-(chloromethoxy)ethyl]trimethylsilane (315 μl, 1.78 mmol) in dichloromethane (3 mL) and the mixture was stirred at room temperature for 4 hours, then at 50° C. for 1 hour. The mixture was cooled and dichloromethane (20 mL) and water (20 mL) were added. The layers were separated and the aqueous layer was extract... The reactants are FC1=C2C(OCOC(=C1F)C=C2)Br (2,3-Difluoromethylenedioxybenzyl bromide), O (Water), [C-]#N.[K+] (potassium cyanide), [C-]#N.[K+] (potassium cyanide). The solvent is C(C)O (ethanol). Reaction conditions: temperature 70 celsius, time 5 hour. Yields the product FC1=C2C(OCOC(=C1F)C=C2)C#N (2,3-difluoromethylenedioxybenzyl cyanide). Yield: 95.2%. Reaction SMILES: [F:1][C:2]1[C:9]([F:10])=[C:8]2[CH:11]=[CH:12][C:3]=1[CH:4](Br)[O:5][CH2:6][O:7]2.[C-:14]#[N:15].[K+].O>C(O)C>[F:1][C:2]1[C:9]([F:10])=[C:8]2[CH:11]=[CH:12][C:3]=1[CH:4]([C:14]#[N:15])[O:5][CH2:6][O:7]2 |f:1.2|. Reported procedure: 2,3-Difluoromethylenedioxybenzyl bromide (40.4 g) was dissolved in ethanol and potassium cyanide (11.3 g) was added. The mixture was stirred at 70° C. for 5 hours. Water and a further portion of potassium cyanide (2 g) were added and the mixture was stirred at 70° C. for a further 3 hours. Most of the solvent was removed in vacuo and water was added to the residue, which was extracted with diethyl ether, washed with water, dried and concentrated to yield the title compound as a yellow oil, (30.2... The reactants are CN1CCC(CC1)OC1C2=NC(=CN2CCC2=C1C=CC=C2)CCC2=CC=CC=C2 (4-(1-methylpiperidin-4-yloxy)-2-phenethyl-9,10-dihydro-4H-3,10a-diaza-benzo[f]azulene), C(C(=O)O)(=O)O (oxalic acid). Solvent: CC(=O)C (acetone). Yields the product C(C(=O)O)(=O)O.CN1CCC(CC1)OC1C2=NC(=CN2CCC2=C1C=CC=C2)CCC2=CC=CC=C2 (4-(1-methylpiperidin-4-yloxy)-2-phenethyl-9,10-dihydro-4H-3,10a-diaza-benzo[f]azulene oxalate). Reaction SMILES: [CH3:1][N:2]1[CH2:7][CH2:6][CH:5]([O:8][CH:9]2[C:18]3[CH:19]=[CH:20][CH:21]=[CH:22][C:17]=3[CH2:16][CH2:15][N:14]3[C:10]2=[N:11][C:12]([CH2:23][CH2:24][C:25]2[CH:30]=[CH:29][CH:28]=[CH:27][CH:26]=2)=[CH:13]3)[CH2:4][CH2:3]1.[C:31]([OH:36])(=[O:35])[C:32]([OH:34])=[O:33]>CC(C)=O>[C:31]([OH:36])(=[O:35])[C:32]([OH:34])=[O:33].[CH3:1][N:2]1[CH2:3][CH2:4][CH:5]([O:8][CH:9]2[C:18]3[CH:19]=[CH:20][CH:21]=[CH:22][C:17]=3[CH2:16][CH2:15][N:14]3[C:10]2=[N:11][C:12]([CH2:23][CH2:24][C:25]2[CH:30]=[CH:29][CH:28]=[CH:27][CH:26]=2)=[CH:13]3)[CH2:6][CH2:7]1 |f:3.4|. Reported procedure: 4-(1-methylpiperidin-4-yloxy)-2-phenethyl-9,10-dihydro-4H-3,10a-diaza-benzo[f]azulene is dissolved in acetone (0.85 mL) and oxalic acid (1 equivalent) is added. Acetone is removed under reduced pressure to afford the product as an oxalate. Reported procedure: 13.3 g (0.11 mol) of SOCl2 are added dropwise, at 80° C., to 5 g (0.018 mol) of 2-ethyl-1-phenyl-2-(pyrid-3-ylmethyl)-butanol in 100 ml of toluene and a catalytic amount (0.1 g) of dimethylformamide, and the mixture is left for 5 hours at this temperature. The mixture is cooled, poured onto ice water and then rendered alkaline with 30% strength NaOH solution. The aqueous phase is extracted with three times 50 ml of tert-butyl methyl ether and the combined organic phases are dried over MgSO4. Aft... The reactants are [OH-].[Na+] (NaOH), O=S(Cl)Cl (SOCl2), C(C)C(C(O)C1=CC=CC=C1)(CC)CC=1C=NC=CC1 (2-ethyl-1-phenyl-2-(pyrid-3-ylmethyl)-butanol), CN(C=O)C (dimethylformamide). As a reaction SMILES: O=S(Cl)[Cl:3].[CH2:5]([C:7]([CH2:18][C:19]1[CH:20]=[N:21][CH:22]=[CH:23][CH:24]=1)([CH2:16][CH3:17])[CH:8]([C:10]1[CH:15]=[CH:14][CH:13]=[CH:12][CH:11]=1)O)[CH3:6].CN(C)C=O.[OH-].[Na+]>C1(C)C=CC=CC=1>[Cl:3][CH:8]([C:10]1[CH:15]=[CH:14][CH:13]=[CH:12][CH:11]=1)[C:7]([CH2:16][CH3:17])([CH2:18][C:19]1[CH:20]=[N:21][CH:22]=[CH:23][CH:24]=1)[CH2:5][CH3:6] |f:3.4|. The product is ClC(C(CC)(CC=1C=NC=CC1)CC)C1=CC=CC=C1 (1-Chloro-2-ethyl-1-phenyl-2-(pyrid-3-ylmethyl)-butane). Isolated yield 40.0%. The solvent is C1(=CC=CC=C1)C (toluene). Reactants: C(C)(C)[Si](OC)(C(C)C)C(C)C (Triisopropylmethoxysilane), [Mg] (magnesium), CO[Si](OC)(OC)OC (tetramethoxysilane), ClC(C)C (2-chloropropane), II (iodine), ClC(C)C (2-chloropropane), CO (methanol). Solvent: COC(C)(C)C (methyl-tert-butylether), COC(C)(C)C (methyl-tert-butylether). Product: C(C)(C)[Si](OC)(OC)C(C)C (Diisopropyldimethoxysilane). As a reaction SMILES: [Mg].II.ClC(C)C.[CH3:8][O:9][Si](OC)(OC)OC.CO.C([Si:22]([CH:28]([CH3:30])[CH3:29])([CH:25]([CH3:27])[CH3:26])[O:23][CH3:24])(C)C>COC(C)(C)C>[CH:25]([Si:22]([CH:28]([CH3:30])[CH3:29])([O:9][CH3:8])[O:23][CH3:24])([CH3:27])[CH3:26]. Reported procedure: Under an inert gas, 24.2 g magnesium chips (1.0 mol) were combined with about 20 ml methyl-tert-butylether, an iodine crystal and 3.1 g 2-chloropropane (0.04 mol). To start the reaction a solution of 61.9 g tetramethoxysilane (0.41 mol) and 75.4 g 2-chloropropane (0.96 mol) in 140 ml methyl-tert-butylether was added dropwise, with stirring, to the first mixture at a rate to maintain a moderate reflux. After addition of the solution, the reaction was allowed to reflux for six more hours. After co... Reactants: C(C)OC(=O)N(CC1=CC=C(C=C1)F)C[C@@H]1CCC[C@@H](O1)CN1C(C=2C(C1=O)=CC=CC2)=O (cis-6-[N-ethoxycarbonyl-N-(p-fluorobenzyl)aminomethyl]-2-phthalimidomethyltetrahydropyrane), O.NN (hydrazine monohydrate). The solvent is CO (methanol). The product is NC[C@@H]1O[C@@H](CCC1)CN(CC1=CC=C(C=C1)F)C(=O)OCC (cis-2-aminomethyl-6-[N-ethoxycarbonyl-N-(p-fluorobenzyl)aminomethyl]tetrahydropyrane). Yield: 99.6%. Reaction SMILES: [CH2:1]([O:3][C:4]([N:6]([CH2:15][C@H:16]1[O:21][C@@H:20]([CH2:22][N:23]2C(=O)C3=CC=CC=C3C2=O)[CH2:19][CH2:18][CH2:17]1)[CH2:7][C:8]1[CH:13]=[CH:12][C:11]([F:14])=[CH:10][CH:9]=1)=[O:5])[CH3:2].O.NN>CO>[NH2:23][CH2:22][C@H:20]1[CH2:19][CH2:18][CH2:17][C@@H:16]([CH2:15][N:6]([C:4]([O:3][CH2:1][CH3:2])=[O:5])[CH2:7][C:8]2[CH:9]=[CH:10][C:11]([F:14])=[CH:12][CH:13]=2)[O:21]1 |f:1.2|. Reported procedure: To a solution of the crude cis-6-[N-ethoxycarbonyl-N-(p-fluorobenzyl)aminomethyl]-2-phthalimidomethyltetrahydropyrane (2.81 g, 6.19 mmol) in methanol (30 ml) was added hydrazine monohydrate (0.48 ml, 15 mmol) and heated under reflux for 2 hours. To the reaction mixture was added purified water (30 ml) to dissolve insolubles and the ethanol was distilled off under reduced pressure. The aqueous layer was extracted with chloroform (50 ml×3). The combined organic layer was dried over potassium carbo... Reactants: NC1=C(C=C(C=C2C(NC(S2)=O)=O)C=C1)NCC (5(4-Amino-3-ethylamino-benzylidene)-thiazolidine-2,4-dione), NC1=C(C=C(C=C2C(NC(S2)=O)=O)C=C1)NCC (5(4-Amino-3-ethylamino-benzylidene)-thiazolidine-2,4-dione), C(=O)O (formic acid). Run at temperature 100 celsius. Product: C(C)N1C=NC2=C1C=C(C=C2)C=C2C(NC(S2)=O)=O (5-(3-Ethyl-3H-benzimidazol-5-ylmethylene)-thiazolidine-2,4-dione). Yield: 63.0%. Reaction SMILES: [NH2:1][C:2]1[CH:15]=[CH:14][C:5]([CH:6]=[C:7]2[S:11][C:10](=[O:12])[NH:9][C:8]2=[O:13])=[CH:4][C:3]=1[NH:16][CH2:17][CH3:18].[CH:19](O)=O>>[CH2:17]([N:16]1[C:3]2[CH:4]=[C:5]([CH:6]=[C:7]3[S:11][C:10](=[O:12])[NH:9][C:8]3=[O:13])[CH:14]=[CH:15][C:2]=2[N:1]=[CH:19]1)[CH3:18]. Procedure details: 5(4-Amino-3-ethylamino-benzylidene)-thiazolidine-2,4-dione (50 mg, 0.19 mmol) (intermediate 36) was dissolved in formic acid (5 mL) and the solution stirred at 100° C. over night. Formic acid was then removed in vacuo. The crude residue was then purified by silica gel column to give the title compound (35 mg, 63%). Reactants: CCCc1c(Cc2ccc(-c3ccccc3C#N)cc2F)c(=O)n(C2CC(C(C)=O)C2)c2nc(C)nn12, O=C([O-])O, ClC(Cl)Cl, O=C(OC(=O)C(F)(F)F)C(F)(F)F, [Na+], [Na+], [Na+], OO, O=S([O-])([O-])=S. The product is CCCc1c(Cc2ccc(-c3ccccc3C#N)cc2F)c(=O)n(C2CC(O)C2)c2nc(C)nn12. RXN SMILES: [C:1](=[O:2])([CH3:3])[CH:4]1[CH2:5][CH:6]([n:8]2[c:9]3[n:10]([c:11]([CH2:31][CH2:32][CH3:33])[c:12]([CH2:15][c:16]4[c:17]([F:30])[cH:18][c:19](-[c:22]5[c:23]([C:28]#[N:29])[cH:24][cH:25][cH:26][cH:27]5)[cH:20][cH:21]4)[c:13]2=[O:14])[n:34][c:35]([CH3:37])[n:36]3)[CH2:7]1.[C:53](=[O:54])([O-:55])[OH:56].[CH:65]([Cl:66])([Cl:67])[Cl:68].[F:40][C:41]([F:42])([F:44])[C:45](=[O:43])[O:46][C:47](=[O:48])[C:49]([F:50])([F:51])[F:52].[Na+:57].[Na+:63].[Na+:64].[OH:38][OH:39].[S:58]([O-:59])([O-:60])(=[O:61])=[S:62]>>[CH:4]1([OH:43])[CH2:5][CH:6]([n:8]2[c:9]3[n:10]([c:11]([CH2:31][CH2:32][CH3:33])[c:12]([CH2:15][c:16]4[c:17]([F:30])[cH:18][c:19](-[c:22]5[c:23]([C:28]#[N:29])[cH:24][cH:25][cH:26][cH:27]5)[cH:20][cH:21]4)[c:13]2=[O:14])[n:34][c:35]([CH3:37])[n:36]3)[CH2:7]1.